From a dataset of the Open Reaction Database (ORD), a public repository of structured organic reaction records. describe an organic reaction: reactants, conditions, products, and yield As a reaction SMILES: [CH3:20][N:21]([CH2:22][N:23]([CH3:24])[CH3:25])[CH3:26].[CH3:27][C:28]([O:29][C:30](=[O:31])[CH3:32])=[O:33].[Cl:1][c:2]1[c:3]([CH:4]2[O:5][c:6]3[cH:7][cH:8][cH:9][cH:10][c:11]3[C:12](=[O:14])[CH2:13]2)[cH:15][cH:16][c:17]([Cl:19])[cH:18]1>>[Cl:1][c:2]1[c:3]([CH:4]2[O:5][c:6]3[cH:7][cH:8][cH:9][cH:10][c:11]3[C:12](=[O:14])[C:13]2=[CH2:20])[cH:15][cH:16][c:17]([Cl:19])[cH:18]1. The reactants are CN(C)CN(C)C, CC(=O)OC(C)=O, O=C1CC(c2ccc(Cl)cc2Cl)Oc2ccccc21. Yields the product C=C1C(=O)c2ccccc2OC1c1ccc(Cl)cc1Cl. The reactants are BrC(C(=O)OCC)CC1=CC(=C(C=C1)C1CCCCC1)Cl (ethyl α-bromo-β-(3-chloro-4-cyclohexylphenyl)propionate), [I-].[Na+] (sodium iodide). Run in CC(=O)C (acetone). Product: IC(C(=O)OCC)CC1=CC(=C(C=C1)C1CCCCC1)Cl (ethyl α-iodo-β-(3-chloro-4-cyclohexylphenyl)propionate). As a reaction SMILES: Br[CH:2]([CH2:8][C:9]1[CH:14]=[CH:13][C:12]([CH:15]2[CH2:20][CH2:19][CH2:18][CH2:17][CH2:16]2)=[C:11]([Cl:21])[CH:10]=1)[C:3]([O:5][CH2:6][CH3:7])=[O:4].[I-:22].[Na+]>CC(C)=O>[I:22][CH:2]([CH2:8][C:9]1[CH:14]=[CH:13][C:12]([CH:15]2[CH2:20][CH2:19][CH2:18][CH2:17][CH2:16]2)=[C:11]([Cl:21])[CH:10]=1)[C:3]([O:5][CH2:6][CH3:7])=[O:4] |f:1.2|. Reported procedure: A mixture of 37.3 g. (0.1 moles) of ethyl α-bromo-β-(3-chloro-4-cyclohexylphenyl)propionate and 150 g. of sodium iodide in 1 liter of anhydrous acetone is refluxed for 4 hours. The reaction mixture is then evaporated to dryness and extracted with ether. The ether is then washed with water, dried and evaporated to dryness to obtain ethyl α-iodo-β-(3-chloro-4-cyclohexylphenyl)propionate. Reported procedure: Benzotriazole free base (from above; 155 mg, 0.36 mmol) in CH2Cl2 (2.5 mL) was treated while stirring with etheral diazomethane (2-10 eq.). After about 2 h (10-20° C.) the solvent and excess diazomethane were removed in vacuo and the residue was chromatographed on silica (Chromatotron; 1% conc. NH4OH; 1.5% MeOH, 97.5% (CHCl3)) to afford (36%; 57 mg) 2-N-methyl benzotriazole derivative (Example 169) and (15%; 24 mg) 3-N-methyl benzotriazole (Example 168). Isolated yield 15.0%. The solvent is C(Cl)Cl (CH2Cl2). Reaction SMILES: [NH:1]1[C:5]2[CH:6]=[CH:7][CH:8]=[CH:9][C:4]=2[N:3]=[N:2]1.[N+:10](=[CH2:12])=[N-:11]>C(Cl)Cl>[CH3:12][N:2]1[N:3]=[C:4]2[CH:9]=[CH:8][CH:7]=[CH:6][C:5]2=[N:1]1.[CH3:12][N:10]1[C:4]2[CH:9]=[CH:8][CH:7]=[CH:6][C:5]=2[N:1]=[N:11]1. Product: CN1N=C2C(=N1)C=CC=C2 (2-N-methyl benzotriazole), CN1N=NC2=C1C=CC=C2 (3-N-methyl benzotriazole). Starting materials: N1N=NC2=C1C=CC=C2 (Benzotriazole), [N+](=[N-])=C (diazomethane). Yields the product COC(C)=C(C(=O)OC(c1ccccc1)c1ccccc1)N1C(=O)C(NC(=O)COc2ccccc2)C1SS(=O)(=O)c1ccc(C)cc1. Starting materials: O=C([O-])O, COS(=O)(=O)OC, Cc1ccccc1, [K+], CC(O)=C(C(=O)OC(c1ccccc1)c1ccccc1)N1C(=O)C(NC(=O)COc2ccccc2)C1SS(=O)(=O)c1ccc(C)cc1. As a reaction SMILES: [C:8](=[O:9])([OH:10])[O-:11].[CH3:1][O:2][S:3]([O:4][CH3:5])(=[O:6])=[O:7].[CH3:60][c:61]1[cH:62][cH:63][cH:64][cH:65][cH:66]1.[K+:12].[c:13]1([CH:19]([c:20]2[cH:21][cH:22][cH:23][cH:24][cH:25]2)[O:26][C:27]([C:28](=[C:29]([CH3:30])[OH:31])[N:32]2[C:33](=[O:58])[CH:34]([NH:47][C:48]([CH2:49][O:50][c:51]3[cH:52][cH:53][cH:54][cH:55][cH:56]3)=[O:57])[CH:35]2[S:36][S:37](=[O:38])(=[O:39])[c:40]2[cH:41][cH:42][c:43]([CH3:46])[cH:44][cH:45]2)=[O:59])[cH:14][cH:15][cH:16][cH:17][cH:18]1>>[CH3:1][O:31][C:29](=[C:28]([C:27]([O:26][CH:19]([c:13]1[cH:14][cH:15][cH:16][cH:17][cH:18]1)[c:20]1[cH:21][cH:22][cH:23][cH:24][cH:25]1)=[O:59])[N:32]1[C:33](=[O:58])[CH:34]([NH:47][C:48]([CH2:49][O:50][c:51]2[cH:52][cH:53][cH:54][cH:55][cH:56]2)=[O:57])[CH:35]1[S:36][S:37](=[O:38])(=[O:39])[c:40]1[cH:41][cH:42][c:43]([CH3:46])[cH:44][cH:45]1)[CH3:30].